From a dataset of the Open Reaction Database (ORD), a public repository of structured organic reaction records. describe an organic reaction: reactants, conditions, products, and yield The reactants are Cl.N1C[C@@H](CC1)O ((R)-(−)-3-pyrrolidinol hydrochloride), C(C)(C)(C)C1=NC2=C(N1CC1CCC(CC1)(F)F)C=CC(=C2)S(=O)(=O)Cl (2-tert-butyl-1-[(4,4-difluorocyclohexyl)methyl]-1H-benzimidazole-5-sulfonyl chloride), C(C)(C)N(C(C)C)CC (N,N-diisopropylethylamine). The solvent is C(Cl)Cl (methylene chloride). The product is white solid, C(C)(C)(C)C1=NC2=C(N1CC1CCC(CC1)(F)F)C=CC(=C2)S(=O)(=O)N2C[C@@H](CC2)O ((3R)-1-({2-tert-Butyl-1-[(4,4-difluorocyclohexyl)methyl]-1H-benzimidazol-5-yl}sulfonyl)pyrrolidin-3-ol). Yield: 61.0%. Reaction SMILES: [C:1]([C:5]1[N:9]([CH2:10][CH:11]2[CH2:16][CH2:15][C:14]([F:18])([F:17])[CH2:13][CH2:12]2)[C:8]2[CH:19]=[CH:20][C:21]([S:23](Cl)(=[O:25])=[O:24])=[CH:22][C:7]=2[N:6]=1)([CH3:4])([CH3:3])[CH3:2].C(N(CC)C(C)C)(C)C.Cl.[NH:37]1[CH2:41][CH2:40][C@@H:39]([OH:42])[CH2:38]1>C(Cl)Cl>[C:1]([C:5]1[N:9]([CH2:10][CH:11]2[CH2:16][CH2:15][C:14]([F:18])([F:17])[CH2:13][CH2:12]2)[C:8]2[CH:19]=[CH:20][C:21]([S:23]([N:37]3[CH2:41][CH2:40][C@@H:39]([OH:42])[CH2:38]3)(=[O:25])=[O:24])=[CH:22][C:7]=2[N:6]=1)([CH3:4])([CH3:3])[CH3:2] |f:2.3|. Procedure details: Following the same procedure in Example 1, using 2-tert-butyl-1-[(4,4-difluorocyclohexyl)methyl]-1H-benzimidazole-5-sulfonyl chloride (50 mg, 0.12 mmol), N,N-diisopropylethylamine (0.1 mL, 0.48 mmol) and (R)-(−)-3-pyrrolidinol hydrochloride (23 mg, 0.19 mmol) in (1 mL) methylene chloride. The crude product was purified by LCMS using high pH column 40-70% acetonitrile gradient to give 42 mg (61% yield) of a white solid as the title compound. 1H NMR (400 MHz, METHANOL-D4) δ 1.43-1.52 (m, 2 H), 1.5... The reactants are CN(C)C=O, [H-], CCI, O=c1[nH]nc(Cc2ccc([N+](=O)[O-])cc2)o1, [Na+], O. Product: CCn1nc(Cc2ccc([N+](=O)[O-])cc2)oc1=O. Reaction SMILES: [CH3:20][N:21]([CH3:22])[CH:23]=[O:24].[H-:25].[I:17][CH2:18][CH3:19].[N+:1](=[O:2])([O-:3])[c:4]1[cH:5][cH:6][c:7]([CH2:8][c:9]2[n:10][nH:11][c:12](=[O:14])[o:13]2)[cH:15][cH:16]1.[Na+:26].[OH2:27]>>[N+:1](=[O:2])([O-:3])[c:4]1[cH:5][cH:6][c:7]([CH2:8][c:9]2[n:10][n:11]([CH2:18][CH3:19])[c:12](=[O:14])[o:13]2)[cH:15][cH:16]1. Starting materials: Brc1nccs1, CC(C)(C)OC(=O)n1cccc1B(O)O, O=C([O-])[O-], COCCOC, CCOC(C)=O, [K+], [K+], CC(=O)[O-], CC(=O)[O-], O, [Pd+2], c1ccc(P(c2ccccc2)c2ccccc2)cc1. The product is CC(C)(C)OC(=O)n1cccc1-c1nccs1. RXN SMILES: [Br:16][c:17]1[s:18][cH:19][cH:20][n:21]1.[C:1]([CH3:2])([CH3:3])([CH3:4])[O:5][C:6](=[O:7])[n:8]1[c:9]([B:13]([OH:14])[OH:15])[cH:10][cH:11][cH:12]1.[C:41](=[O:42])([O-:43])[O-:44].[CH3:47][O:48][CH2:49][CH2:50][O:51][CH3:52].[CH3:63][CH2:64][O:65][C:66](=[O:67])[CH3:68].[K+:45].[K+:46].[O-:55][C:56]([CH3:57])=[O:58].[O-:59][C:60]([CH3:61])=[O:62].[OH2:53].[Pd+2:54].[c:22]1([P:23]([c:24]2[cH:25][cH:26][cH:27][cH:28][cH:29]2)[c:30]2[cH:31][cH:32][cH:33][cH:34][cH:35]2)[cH:36][cH:37][cH:38][cH:39][cH:40]1>>[C:1]([CH3:2])([CH3:3])([CH3:4])[O:5][C:6](=[O:7])[n:8]1[c:9](-[c:17]2[s:18][cH:19][cH:20][n:21]2)[cH:10][cH:11][cH:12]1.